Task: describe an organic reaction: reactants, conditions, products, and yield. Dataset: the Open Reaction Database (ORD), a public repository of structured organic reaction records The reactants are COc1ccc(C2=NN(C3CCNCC3)C(=O)C2(C)C)cc1OC, O=C(O)c1ccnc2ccccc12. Product: COc1ccc(C2=NN(C3CCN(C(=O)c4ccnc5ccccc45)CC3)C(=O)C2(C)C)cc1OC. Reaction SMILES: [CH3:1][O:2][c:3]1[cH:4][c:5]([C:11]2=[N:15][N:14]([CH:16]3[CH2:17][CH2:18][NH:19][CH2:20][CH2:21]3)[C:13](=[O:22])[C:12]2([CH3:23])[CH3:24])[cH:6][cH:7][c:8]1[O:9][CH3:10].[OH:25][C:26](=[O:27])[c:28]1[cH:29][cH:30][n:31][c:32]2[cH:33][cH:34][cH:35][cH:36][c:37]12>>[CH3:1][O:2][c:3]1[cH:4][c:5]([C:11]2=[N:15][N:14]([CH:16]3[CH2:17][CH2:18][N:19]([C:26](=[O:25])[c:28]4[cH:29][cH:30][n:31][c:32]5[cH:33][cH:34][cH:35][cH:36][c:37]45)[CH2:20][CH2:21]3)[C:13](=[O:22])[C:12]2([CH3:23])[CH3:24])[cH:6][cH:7][c:8]1[O:9][CH3:10]. The reactants are BrC1=CC2=C(C(=C(O2)C(=O)C2=C(C=C(C=C2)Cl)Cl)CBr)C=C1 ((6-bromo-3-bromomethyl-benzofuran-2-yl)-(2,4-dichloro-phenyl)-methanone), C[O-].[Na+] (sodium methoxide). The solvent is CO (methanol). Run at time 3 hour. The product is BrC1=CC2=C(C(=C(O2)C(=O)C2=C(C=C(C=C2)Cl)Cl)COC)C=C1 ((6-bromo-3-methoxymethyl-benzofuran-2-yl)-(2,4-dichlorophenyl)-methanone). Isolated yield 23.8%. RXN SMILES: [Br:1][C:2]1[CH:22]=[CH:21][C:5]2[C:6]([CH2:19]Br)=[C:7]([C:9]([C:11]3[CH:16]=[CH:15][C:14]([Cl:17])=[CH:13][C:12]=3[Cl:18])=[O:10])[O:8][C:4]=2[CH:3]=1.[CH3:23][O-:24].[Na+]>CO>[Br:1][C:2]1[CH:22]=[CH:21][C:5]2[C:6]([CH2:19][O:24][CH3:23])=[C:7]([C:9]([C:11]3[CH:16]=[CH:15][C:14]([Cl:17])=[CH:13][C:12]=3[Cl:18])=[O:10])[O:8][C:4]=2[CH:3]=1 |f:1.2|. Procedure details: To a solution of (6-bromo-3-bromomethyl-benzofuran-2-yl)-(2,4-dichloro-phenyl)-methanone (1.1 g, 2.3 mmol) in methanol (4 mL) was added 0.5 M sodium methoxide (252 mg, 4.7 mmol). The reaction was stirred at 50 C for 3 h. The solvent was removed at reduced pressure and the mixture was triturated with methanol, providing (227 mg, 23%) a cream colored solid. 1H-NMR (CDCl3) δ 7.87-7.37 (m, 6H), 5.00 (s, 2H), 3.47 (s, 3H) Starting materials: [Si](O)(O)(O)O (Silicic acid), [N+](=O)([O-])[O-].[Ag+] (silver nitrate). Run in CO (methanol). The product is [N+](=O)([O-])[O-].[Ag+].[Si](O)(O)(O)O (AgNO3 SILICIC ACID). As a reaction SMILES: [Si:1]([OH:5])([OH:4])([OH:3])[OH:2].[N+:6]([O-:9])([O-:8])=[O:7].[Ag+:10]>CO>[N+:6]([O-:9])([O-:8])=[O:7].[Ag+:10].[Si:1]([OH:5])([OH:4])([OH:3])[OH:2] |f:1.2,4.5.6|. Procedure details: Silicic acid (250 g.) is added in small portions to a solution of silver nitrate (25 g.) in hot methanol (~700 ml.) until a slurry is obtained. The solvent is removed from the slurry on a rotary evaporator at 50°-60° in vacuo until the residue is reduced to a free flowing powdery solid. This material is spread on a tray and dried in the absence of light in an oven at 120° for 17 hrs. Prior to use the cooled, dried material is stored in a glass container protected from light and moisture. Reactants: O(C1=CC=CC=C1)CC(=O)N[C@H]1[C@@H]2N(C(C(S2=O)(C)C)C(=O)OCC2=CC=C(C=C2)[N+](=O)[O-])C1=O (p-nitrobenzyl 6β-phenoxyacetamido-2,2-dimethylpenam-3-carboxylate-1-oxide), ClN1C(CCC1=O)=O (N-chlorosuccinimide), ClC(CCl)Cl (1,1,2-trichloroethane). Yields the product CC(C(C(=O)OCC1=CC=C(C=C1)[N+](=O)[O-])N1C(C(C1=O)NC(COC1=CC=CC=C1)=O)S(=O)Cl)=C (p-Nitrobenzyl 3-Methyl-2-(2-chlorosulfinyl-4-oxo-3-phenoxyacetamido-1-azetidinyl)-3-butenoate). RXN SMILES: [O:1]([CH2:8][C:9]([NH:11][C@@H:12]1[C:34](=[O:35])[N:14]2[CH:15]([C:21]([O:23][CH2:24][C:25]3[CH:30]=[CH:29][C:28]([N+:31]([O-:33])=[O:32])=[CH:27][CH:26]=3)=[O:22])[C:16]([CH3:20])([CH3:19])[S:17](=[O:18])[C@H:13]12)=[O:10])[C:2]1[CH:7]=[CH:6][CH:5]=[CH:4][CH:3]=1.[Cl:36]N1C(=O)CCC1=O.ClC(Cl)CCl>>[CH3:19][C:16](=[CH2:20])[CH:15]([N:14]1[C:34](=[O:35])[CH:12]([NH:11][C:9](=[O:10])[CH2:8][O:1][C:2]2[CH:7]=[CH:6][CH:5]=[CH:4][CH:3]=2)[CH:13]1[S:17]([Cl:36])=[O:18])[C:21]([O:23][CH2:24][C:25]1[CH:30]=[CH:29][C:28]([N+:31]([O-:33])=[O:32])=[CH:27][CH:26]=1)=[O:22]. Reported procedure: A solution of 500 mg. (1 mmol.) of p-nitrobenzyl 6β-phenoxyacetamido-2,2-dimethylpenam-3-carboxylate-1-oxide and 134 mg. (1 mmol.) of N-chlorosuccinimide in 40 ml. of well dried 1,1,2-trichloroethane was refluxed for 90 minutes. The mixture was cooled, washed with water and brine, dried, and the solvent evaporated in vacuo. According to the nmr spectrum the title compound was obtained in nearly quantitative yield. The reactants are BrCCOC1=CC(=C(N)C=C1)[N+](=O)[O-] (4-(2-bromoethoxy)-2-nitroaniline), C(=O)(OC(C)(C)C)N1CCNCC1 (4-N-boc-piperazine), O (water). The solvent is C1CCOC1 (THF). Run at time 30 minute. The product is NC1=C(C=C(OCCN2CCN(CC2)C(=O)OC(C)(C)C)C=C1)[N+](=O)[O-] (tert-butyl 4-(2-(4-amino-3-nitrophenoxy)ethyl)piperazine-1-carboxylate). Yield: 56.9%. As a reaction SMILES: Br[CH2:2][CH2:3][O:4][C:5]1[CH:11]=[CH:10][C:8]([NH2:9])=[C:7]([N+:12]([O-:14])=[O:13])[CH:6]=1.[C:15]([N:22]1[CH2:27][CH2:26][NH:25][CH2:24][CH2:23]1)([O:17][C:18]([CH3:21])([CH3:20])[CH3:19])=[O:16].O>C1COCC1>[NH2:9][C:8]1[CH:10]=[CH:11][C:5]([O:4][CH2:3][CH2:2][N:25]2[CH2:24][CH2:23][N:22]([C:15]([O:17][C:18]([CH3:21])([CH3:20])[CH3:19])=[O:16])[CH2:27][CH2:26]2)=[CH:6][C:7]=1[N+:12]([O-:14])=[O:13]. Procedure: A 100 mL flask was charged with 4-(2-bromoethoxy)-2-nitroaniline (2.2 g, 8.4 mmol) in THF (20 mL) and 4-N-boc-piperazine (1.56 g, 8.4 mmol) was added and stirred at room temperature. The reaction was monitored by LCMS. After 30 minutes, the reaction mixture was treated with deionized water (100 mL) and sonicated. The resulting solid was collected by filtration and dried at reduced pressure to give 1.75 g of tert-butyl 4-(2-(4-amino-3-nitrophenoxy)ethyl)piperazine-1-carboxylate (59% yield). MS (E... Starting materials: NC1=NC2=C(C=3C=C(C=NC13)CCC1=CC=C(C=C1)O)C=CC(=C2)C (4-(2-(5-amino-8-methylbenzo[f][1,7]naphthyridin-2-yl)ethyl)phenol), BrCC1CCC1 ((bromomethyl)cyclobutane). Product: C1(CCC1)COC1=CC=C(CCC=2C=NC3=C(N=C4C(=C3C2)C=CC(=C4)C)N)C=C1 (2-(4-(Cyclobutylmethoxy)phenethyl)-8-methylbenzo[f][1,7]naphthyridin-5-amine). As a reaction SMILES: [NH2:1][C:2]1[C:11]2[N:10]=[CH:9][C:8]([CH2:12][CH2:13][C:14]3[CH:19]=[CH:18][C:17]([OH:20])=[CH:16][CH:15]=3)=[CH:7][C:6]=2[C:5]2[CH:21]=[CH:22][C:23]([CH3:25])=[CH:24][C:4]=2[N:3]=1.Br[CH2:27][CH:28]1[CH2:31][CH2:30][CH2:29]1>>[CH:28]1([CH2:27][O:20][C:17]2[CH:16]=[CH:15][C:14]([CH2:13][CH2:12][C:8]3[CH:9]=[N:10][C:11]4[C:6]([CH:7]=3)=[C:5]3[CH:21]=[CH:22][C:23]([CH3:25])=[CH:24][C:4]3=[N:3][C:2]=4[NH2:1])=[CH:19][CH:18]=2)[CH2:31][CH2:30][CH2:29]1. Procedure: 2-(4-(Cyclobutylmethoxy)phenethyl)-8-methylbenzo[f][1,7]naphthyridin-5-amine was prepared from 4-(2-(5-amino-8-methylbenzo[f][1,7]naphthyridin-2-yl)ethyl)phenol (from Example 170) following the procedure described for Example 136, but using (bromomethyl)cyclobutane. 1H NMR (Acetone-d6): δ 8.79 (s, 1H), 8.73 (s, 1H), 8.33 (d, 1H), 7.47 (s, 1H), 7.26 (d, 1H), 7.16 (d, 2H), 6.82 (d, 2H), 3.90 (d, 2H), 3.23 (t, 2H), 3.06 (t, 2H), 2.68-2.79 (m, 1H), 2.49 (s, 3H), 2.05-2.14 (m, 2H), 1.80-1.98 (m, 4H).... Starting materials: NC1=NN2C(CN(CC2)CCC#N)=C1 (3-(2-Amino-6,7-dihydropyrazolo[1,5-a]pyrazin-5(4H)-yl)propanenitrile), BrC=1C(N(C=C(C1)Br)C)=O (3,5-dibromo-1-methylpyridin-2(1H)-one). Yields the product BrC=1C=C(C(N(C1)C)=O)NC1=NN2C(CN(CC2)CCC#N)=C1 (3-(2-(5-Bromo-1-methyl-2-oxo-1,2-dihydropyridin-3-ylamino)-6,7-dihydropyrazolo[1,5-a]pyrazin-5(4H)-yl)propanenitrile). Yield: 63.1%. RXN SMILES: [NH2:1][C:2]1[CH:14]=[C:5]2[CH2:6][N:7]([CH2:10][CH2:11][C:12]#[N:13])[CH2:8][CH2:9][N:4]2[N:3]=1.Br[C:16]1[C:17](=[O:24])[N:18]([CH3:23])[CH:19]=[C:20]([Br:22])[CH:21]=1>>[Br:22][C:20]1[CH:21]=[C:16]([NH:1][C:2]2[CH:14]=[C:5]3[CH2:6][N:7]([CH2:10][CH2:11][C:12]#[N:13])[CH2:8][CH2:9][N:4]3[N:3]=2)[C:17](=[O:24])[N:18]([CH3:23])[CH:19]=1. Procedure details: Following the procedure of Example 309c, and starting with 338b (120 mg, 0.63 mmol) and 3,5-dibromo-1-methylpyridin-2(1H)-one (169 mg, 0.63 mmol) afforded 338c as a yellow solid (150 mg, 63%). MS-ESI: [M+H]+ 377.2 The reactants are [H-].[Na+] (sodium hydride), C1NC(CCC2=C1C=CC=C2)=O (1,2,4,5-tetrahydro-benzo[c]azepin-3-one), CI (methyl iodide). The solvent is C1CCOC1 (THF). Conditions: time 10 minute. Yields the product CN1CC2=C(CCC1=O)C=CC=C2 (2-methyl-1,2,4,5-tetrahydro-benzo[c]azepin-3-one). Isolated yield 95.0%. As a reaction SMILES: [H-].[Na+].[CH2:3]1[C:9]2[CH:10]=[CH:11][CH:12]=[CH:13][C:8]=2[CH2:7][CH2:6][C:5](=[O:14])[NH:4]1.[CH3:15]I>C1COCC1>[CH3:15][N:4]1[C:5](=[O:14])[CH2:6][CH2:7][C:8]2[CH:13]=[CH:12][CH:11]=[CH:10][C:9]=2[CH2:3]1 |f:0.1|. Procedure details: At 25° C., sodium hydride (150 mg, 6.3 mmol) was added to a solution of 1,2,4,5-tetrahydro-benzo[c]azepin-3-one (1 g, 6 mmol) in THF (50 mL). The suspension was stirred for 10 minutes and treated with methyl iodide (1 g, 7 mmol). The mixture was stirred for an additional 4 hours and then partitioned between ethyl acetate (100 ml) and water (50 ml). Washing once with brine (30 ml), drying over anhydrous magnesium sulfate and evaporation of solvent gave 2-methyl-1,2,4,5-tetrahydro-benzo[c]azepin-3... The reactants are CC(C)CBr, CCOC(=O)c1c(-c2ccc(-c3nnn[nH]3)cc2)c(C#N)c(CC)n1C, [H-], [Na+], CN(C)C=O. Yields the product CCOC(=O)c1c(-c2ccc(-c3nnnn3CC(C)C)cc2)c(C#N)c(CC)n1C. RXN SMILES: [Br:29][CH2:30][CH:31]([CH3:32])[CH3:33].[CH2:1]([CH3:2])[O:3][C:4](=[O:5])[c:6]1[n:7]([CH3:26])[c:8]([CH2:24][CH3:25])[c:9]([C:22]#[N:23])[c:10]1-[c:11]1[cH:12][cH:13][c:14](-[c:17]2[n:18][n:19][n:20][nH:21]2)[cH:15][cH:16]1.[H-:28].[Na+:27].[O:34]=[CH:35][N:36]([CH3:37])[CH3:38]>>[CH2:1]([CH3:2])[O:3][C:4](=[O:5])[c:6]1[n:7]([CH3:26])[c:8]([CH2:24][CH3:25])[c:9]([C:22]#[N:23])[c:10]1-[c:11]1[cH:12][cH:13][c:14](-[c:17]2[n:18]([CH2:30][CH:31]([CH3:32])[CH3:33])[n:19][n:20][n:21]2)[cH:15][cH:16]1.